The task is: describe an organic reaction: reactants, conditions, products, and yield. This data is from the Open Reaction Database (ORD), a public repository of structured organic reaction records. Starting materials: C(=O)(OC(C)(C)C)N1[C@@H](C[C@@H](C1)N(C(C(C)(C)C)=O)C1CCC(CC1)(C)C)CN ((2S,4S)-1-BOC-2-(aminomethyl)4-[(4,4-dimethylcyclohexyl)(2,2-dimethylpropanoyl)amino]pyrrolidine), ClC(=O)OCC1=CC=CC=C1 (benzyl chloroformate). Run in C(Cl)Cl (DCM). Run at time 3 hour. The product is C(=O)(OC(C)(C)C)N1[C@@H](C[C@@H](C1)N(C(C(C)(C)C)=O)C1CCC(CC1)(C)C)CNC(=O)OCC1=CC=CC=C1 ((2S,4S)-1-BOC-2-({[(benzyloxy)carbonyl]amino}methyl)-4-[(4,4-dimethylcyclohexyl)(2,2-dimethylpropanoyl)amino]pyrrolidine). Isolated yield 57012.8%. As a reaction SMILES: [C:1]([N:8]1[CH2:12][C@@H:11]([N:13]([CH:20]2[CH2:25][CH2:24][C:23]([CH3:27])([CH3:26])[CH2:22][CH2:21]2)[C:14](=[O:19])[C:15]([CH3:18])([CH3:17])[CH3:16])[CH2:10][C@H:9]1[CH2:28][NH2:29])([O:3][C:4]([CH3:7])([CH3:6])[CH3:5])=[O:2].Cl[C:31]([O:33][CH2:34][C:35]1[CH:40]=[CH:39][CH:38]=[CH:37][CH:36]=1)=[O:32]>C(Cl)Cl>[C:1]([N:8]1[CH2:12][C@@H:11]([N:13]([CH:20]2[CH2:25][CH2:24][C:23]([CH3:27])([CH3:26])[CH2:22][CH2:21]2)[C:14](=[O:19])[C:15]([CH3:17])([CH3:18])[CH3:16])[CH2:10][C@H:9]1[CH2:28][NH:29][C:31]([O:33][CH2:34][C:35]1[CH:40]=[CH:39][CH:38]=[CH:37][CH:36]=1)=[O:32])([O:3][C:4]([CH3:5])([CH3:6])[CH3:7])=[O:2]. Procedure: To a solution of (2S,4S)-1-BOC-2-(aminomethyl)-4-[(4,4-dimethylcyclohexyl)(2,2-dimethylpropanoyl)amino]pyrrolidine (410 mg, 1 mmol) prepared in Step A in DCM (10 ml) was slowly added dropwise benzyl chloroformate (200 mg, 1.2 mmol) at 0° C., and stirred at rt for 3 h. After the reaction finished, the solvent was concentrated in vacuo, the residue was extracted with water and EtOAc, and the organic layer was dried over MgSO4, concentrated in vacuo, and purified by column chromatography (eluent: E...